This data is from the Open Reaction Database (ORD), a public repository of structured organic reaction records. The task is: describe an organic reaction: reactants, conditions, products, and yield The reactants are ClC=1C=C(C(=O)OO)C=CC1 (3-Chloroperoxybenzoic acid), CC1=NC=C(C#N)C=C1 (6-Methylnicotinonitrile), S(=O)([O-])[O-].[Na+].[Na+] (Sodium sulphite). Run in C(Cl)(Cl)Cl (chloroform), C(Cl)(Cl)Cl (chloroform). Run at time 8 hour. Yields the product CC1=[N+](C=C(C#N)C=C1)[O-] (6-Methylnicotinonitrile-1-oxide). RXN SMILES: [CH3:1][C:2]1[CH:9]=[CH:8][C:5]([C:6]#[N:7])=[CH:4][N:3]=1.ClC1C=C(C=CC=1)C(OO)=[O:15].S([O-])([O-])=O.[Na+].[Na+]>C(Cl)(Cl)Cl>[CH3:1][C:2]1[CH:9]=[CH:8][C:5]([C:6]#[N:7])=[CH:4][N+:3]=1[O-:15] |f:2.3.4|. Procedure details: 6-Methylnicotinonitrile (3.68 g, 31.15 mmol) is dissolved in chloroform (60 ml). 3-Chloroperoxybenzoic acid (7.53 g, 32.71 mmol) is added dropwise as a solution in chloroform (60 ml), and the solution is stirred at room temperature overnight. Sodium sulphite (2.92 g, 23.17 mmol) is added, and the resulting mixture is stirred for one hour. The reaction is quenched with saturated sodium bicarbonate solution, and the product is extracted with chloroform (500 ml). The organic phase is washed with br... The reactants are C[Si](C)(C)C=[N+]=[N-], CO, Nc1ccc2ccccc2c1C(=O)O, c1ccccc1. Product: Cc1cc2ccccc2c(C(=O)O)c1N. RXN SMILES: [CH3:15][Si:16]([CH:17]=[N+:18]=[N-:19])([CH3:20])[CH3:21].[CH3:28][OH:29].[NH2:1][c:2]1[c:3]([C:12](=[O:13])[OH:14])[c:4]2[cH:5][cH:6][cH:7][cH:8][c:9]2[cH:10][cH:11]1.[cH:22]1[cH:23][cH:24][cH:25][cH:26][cH:27]1>>[NH2:1][c:2]1[c:3]([C:12](=[O:13])[OH:14])[c:4]2[cH:5][cH:6][cH:7][cH:8][c:9]2[cH:10][c:11]1[CH3:15]. Starting materials: N1=CC=CC=C1 (pyridine), C([O-])(O)=O.[Na+] (sodium bicarbonate), NC1=C2C=NN(C2=CC(=C1)C=1C=C(C(=NC1)Cl)NS(=O)(=O)C)C (N-[5-(4-Amino-1-methyl-1H-indazol-6-yl)-2-chloro-3-pyridinyl]methanesulfonamide), CC=1SC=C(N1)C(=O)Cl (2-methyl-1,3-thiazole-4-carbonyl chloride). The solvent is C(Cl)Cl (DCM), C(Cl)Cl (DCM), C(Cl)Cl (DCM). Reaction conditions: time 1 hour. Product: ClC1=C(C=C(C=N1)C1=CC(=C2C=NN(C2=C1)C)NC(=O)C=1N=C(SC1)C)NS(=O)(=O)C (N-(6-{6-Chloro-5-[(methylsulfonyl)amino]-3-pyridinyl}-1-methyl-1H-indazol-4-yl)-2-methyl-1,3-thiazole-4-carboxamide). The yield is 1.5%. Reaction SMILES: [NH2:1][C:2]1[CH:10]=[C:9]([C:11]2[CH:12]=[C:13]([NH:18][S:19]([CH3:22])(=[O:21])=[O:20])[C:14]([Cl:17])=[N:15][CH:16]=2)[CH:8]=[C:7]2[C:3]=1[CH:4]=[N:5][N:6]2[CH3:23].N1C=CC=CC=1.[CH3:30][C:31]1[S:32][CH:33]=[C:34]([C:36](Cl)=[O:37])[N:35]=1.C(=O)(O)[O-].[Na+]>C(Cl)Cl>[Cl:17][C:14]1[N:15]=[CH:16][C:11]([C:9]2[CH:8]=[C:7]3[C:3]([CH:4]=[N:5][N:6]3[CH3:23])=[C:2]([NH:1][C:36]([C:34]3[N:35]=[C:31]([CH3:30])[S:32][CH:33]=3)=[O:37])[CH:10]=2)=[CH:12][C:13]=1[NH:18][S:19]([CH3:22])(=[O:21])=[O:20] |f:3.4|. Procedure details: N-[5-(4-Amino-1-methyl-1H-indazol-6-yl)-2-chloro-3-pyridinyl]methanesulfonamide (75 mg) was dissolved in DCM (2 ml) and pyridine (0.052 ml) was added followed by 2-methyl-1,3-thiazole-4-carbonyl chloride (52 mg) in DCM (1 ml) as a suspension. The reaction was stirred at RT for 1 h. Saturated sodium bicarbonate solution was added followed by DCM (3 ml) and the reaction was stirred vigorously. The reaction was passed through a hydrophobic frit and evaporated to dryness. The residue was dissolved i... Reactants: c1cc2c(cc1CN1CCNCC1)OCO2, CCO, ClCC1CO1, [Na+], O=C([O-])O. Yields the product OC(CCl)CN1CCN(Cc2ccc3c(c2)OCO3)CC1. As a reaction SMILES: [CH2:1]([c:2]1[cH:3][c:4]2[c:8]([cH:9][cH:10]1)[O:7][CH2:6][O:5]2)[N:11]1[CH2:12][CH2:13][NH:14][CH2:15][CH2:16]1.[CH3:27][CH2:28][OH:29].[Cl:17][CH2:18][CH:19]1[CH2:20][O:21]1.[Na+:26].[O-:22][C:23]([OH:24])=[O:25]>>[CH2:1]([c:2]1[cH:3][c:4]2[c:8]([cH:9][cH:10]1)[O:7][CH2:6][O:5]2)[N:11]1[CH2:12][CH2:13][N:14]([CH2:20][CH:19]([CH2:18][Cl:17])[OH:21])[CH2:15][CH2:16]1. The reactants are CC(=O)CC(C)C, O=c1[nH]c2cc(Cl)ccc2n1C1CCNCC1, ClCCCn1cnc2ccccc21, [Na+], [Na+], O=C([O-])[O-], O. The product is O=c1[nH]c2cc(Cl)ccc2n1C1CCN(CCCn2cnc3ccccc32)CC1. As a reaction SMILES: [CH3:37][CH:38]([CH3:39])[CH2:40][C:41](=[O:42])[CH3:43].[Cl:14][c:15]1[cH:16][c:17]2[c:18]([n:19]([CH:23]3[CH2:24][CH2:25][NH:26][CH2:27][CH2:28]3)[c:20](=[O:22])[nH:21]2)[cH:29][cH:30]1.[Cl:1][CH2:2][CH2:3][CH2:4][n:5]1[cH:6][n:7][c:8]2[c:9]1[cH:10][cH:11][cH:12][cH:13]2.[Na+:31].[Na+:32].[O-:33][C:34](=[O:35])[O-:36].[OH2:44]>>[CH2:2]([CH2:3][CH2:4][n:5]1[cH:6][n:7][c:8]2[c:9]1[cH:10][cH:11][cH:12][cH:13]2)[N:26]1[CH2:25][CH2:24][CH:23]([n:19]2[c:18]3[c:17]([cH:16][c:15]([Cl:14])[cH:30][cH:29]3)[nH:21][c:20]2=[O:22])[CH2:28][CH2:27]1.